This data is from the Open Reaction Database (ORD), a public repository of structured organic reaction records. The task is: describe an organic reaction: reactants, conditions, products, and yield Reactants: CN(c1ccccc1Br)C1CCNCC1, CCN=C=NCCCN(C)C, CCN(C(C)C)C(C)C, Cl, Cl, CN(C)C=O, O, On1nnc2ccccc21, O=C(O)CNC(=O)c1ccc(-c2ccccc2)cc1. Product: CN(c1ccccc1Br)C1CCN(C(=O)CNC(=O)c2ccc(-c3ccccc3)cc2)CC1. RXN SMILES: [Br:52][c:53]1[c:54]([N:59]([CH:60]2[CH2:61][CH2:62][NH:63][CH2:64][CH2:65]2)[CH3:66])[cH:55][cH:56][cH:57][cH:58]1.[CH3:39][CH2:40][N:41]=[C:42]=[N:43][CH2:44][CH2:45][CH2:46][N:47]([CH3:48])[CH3:49].[CH:20]([N:21]([CH2:22][CH3:23])[CH:24]([CH3:25])[CH3:26])([CH3:27])[CH3:28].[ClH:50].[ClH:51].[O:67]=[CH:68][N:69]([CH3:70])[CH3:71].[OH2:72].[OH:29][n:30]1[c:31]2[c:32]([cH:33][cH:34][cH:35][cH:36]2)[n:37][n:38]1.[c:1]1(-[c:14]2[cH:15][cH:16][cH:17][cH:18][cH:19]2)[cH:2][cH:3][c:4]([C:7](=[O:8])[NH:9][CH2:10][C:11](=[O:12])[OH:13])[cH:5][cH:6]1>>[c:1]1(-[c:14]2[cH:15][cH:16][cH:17][cH:18][cH:19]2)[cH:2][cH:3][c:4]([C:7](=[O:8])[NH:9][CH2:10][C:11](=[O:13])[N:63]2[CH2:62][CH2:61][CH:60]([N:59]([c:54]3[c:53]([Br:52])[cH:58][cH:57][cH:56][cH:55]3)[CH3:66])[CH2:65][CH2:64]2)[cH:5][cH:6]1. Starting materials: ClC1=NC=NC(=C1C)Cl (4,6-dichloro-5-methylpyrimidine), C([O-])([O-])=O.[Na+].[Na+] (sodium carbonate), FC(C1=CC=C(C=C1)B(O)O)(F)F (4-trifluoromethylphenylboronic acid). The reagents and catalysts are C=1C=CC(=CC1)[P](C=2C=CC=CC2)(C=3C=CC=CC3)[Pd]([P](C=4C=CC=CC4)(C=5C=CC=CC5)C=6C=CC=CC6)([P](C=7C=CC=CC7)(C=8C=CC=CC8)C=9C=CC=CC9)[P](C=1C=CC=CC1)(C=1C=CC=CC1)C=1C=CC=CC1 (tetrakis(triphenylphosphine)palladium). Solvent: C(OC)COC (dimethoxyethane), O (water), O (water), C(Cl)(Cl)Cl (CHCl3). The product is ClC1=NC=NC(=C1C)C1=CC=C(C=C1)C(F)(F)F (4-Chloro-5-methyl-6-[4-(trifluoromethyl)phenyl]pyrimidine). Isolated yield 65.8%. As a reaction SMILES: [Cl:1][C:2]1[C:7]([CH3:8])=[C:6](Cl)[N:5]=[CH:4][N:3]=1.C(=O)([O-])[O-].[Na+].[Na+].[F:16][C:17]([F:28])([F:27])[C:18]1[CH:23]=[CH:22][C:21](B(O)O)=[CH:20][CH:19]=1>C(COC)OC.O.C(Cl)(Cl)Cl.C1C=CC([P]([Pd]([P](C2C=CC=CC=2)(C2C=CC=CC=2)C2C=CC=CC=2)([P](C2C=CC=CC=2)(C2C=CC=CC=2)C2C=CC=CC=2)[P](C2C=CC=CC=2)(C2C=CC=CC=2)C2C=CC=CC=2)(C2C=CC=CC=2)C2C=CC=CC=2)=CC=1>[Cl:1][C:2]1[C:7]([CH3:8])=[C:6]([C:21]2[CH:22]=[CH:23][C:18]([C:17]([F:28])([F:27])[F:16])=[CH:19][CH:20]=2)[N:5]=[CH:4][N:3]=1 |f:1.2.3,^1:43,45,64,83|. Reported procedure: To a solution of 4,6-dichloro-5-methylpyrimidine (1 g, 6.13 mmol) in dimethoxyethane (28 mL) and water (14 mL) was added sodium carbonate (1.69 g, 16.0 mmol), 4-trifluoromethylphenylboronic acid (1.165 g, 6.13 mmol) and tetrakis(triphenylphosphine)palladium (0) (0.14 g). The resulting mixture was heated at reflux under nitrogen for 18 h, the reaction mixture was allowed to cool to room temperature and diluted with water (100 mL) before extraction into CHCl3 (2×100 mL). The organic solution separ... Reaction SMILES: [C:1]([CH3:2])([CH3:3])([CH3:4])[O:5][C:6](=[O:7])[NH:8][CH2:9][c:10]1[cH:11][cH:12][c:13]([CH:20]([F:21])[F:22])[c:14]([C:15](=[O:16])[O:17][CH3:18])[cH:19]1.[CH2:25]1[O:26][CH2:27][CH2:28][O:29][CH2:30]1.[Na+:24].[OH-:23]>>[C:1]([CH3:2])([CH3:3])([CH3:4])[O:5][C:6](=[O:7])[NH:8][CH2:9][c:10]1[cH:11][cH:12][c:13]([CH:20]([F:21])[F:22])[c:14]([C:15](=[O:16])[OH:17])[cH:19]1. Product: CC(C)(C)OC(=O)NCc1ccc(C(F)F)c(C(=O)O)c1. Starting materials: COC(=O)c1cc(CNC(=O)OC(C)(C)C)ccc1C(F)F, C1COCCO1, [Na+], [OH-]. The reactants are ClCC(=C)[C@@H]1[C@H](C(N1C(CC1=CC=C(C=C1)OC)CC1=CC=C(C=C1)OC)=O)[C@@H](C)OC(=O)OCC1=CC=CC=C1 ((3S,4S)-4-(1-chloromethylethenyl)-3-(1-(R)-benzyloxycarbonyloxyethyl)-1-di(p-anisyl)methyl-2-azetidinone), [I-].[Na+] (sodium iodide), resultant mixture. Run in CC(=O)C (acetone). Yields the product ICC(=C)[C@@H]1[C@H](C(N1C(CC1=CC=C(C=C1)OC)CC1=CC=C(C=C1)OC)=O)[C@@H](C)OC(=O)OCC1=CC=CC=C1 ((3S,4S)-4-(1-iodomethylethenyl)-3-(1-(R)-benzyloxycarbonyloxyethyl)-1-di-(p-anisyl)methyl-2-azetidinone). Reaction SMILES: Cl[CH2:2][C:3]([C@H:5]1[N:8]([CH:9]([CH2:19][C:20]2[CH:25]=[CH:24][C:23]([O:26][CH3:27])=[CH:22][CH:21]=2)[CH2:10][C:11]2[CH:16]=[CH:15][C:14]([O:17][CH3:18])=[CH:13][CH:12]=2)[C:7](=[O:28])[C@@H:6]1[C@H:29]([O:31][C:32]([O:34][CH2:35][C:36]1[CH:41]=[CH:40][CH:39]=[CH:38][CH:37]=1)=[O:33])[CH3:30])=[CH2:4].[I-:42].[Na+]>CC(C)=O>[I:42][CH2:2][C:3]([C@H:5]1[N:8]([CH:9]([CH2:19][C:20]2[CH:25]=[CH:24][C:23]([O:26][CH3:27])=[CH:22][CH:21]=2)[CH2:10][C:11]2[CH:16]=[CH:15][C:14]([O:17][CH3:18])=[CH:13][CH:12]=2)[C:7](=[O:28])[C@@H:6]1[C@H:29]([O:31][C:32]([O:34][CH2:35][C:36]1[CH:41]=[CH:40][CH:39]=[CH:38][CH:37]=1)=[O:33])[CH3:30])=[CH2:4] |f:1.2|. Procedure details: To a solution of (3S,4S)-4-(1-chloromethylethenyl)-3-(1-(R)-benzyloxycarbonyloxyethyl)-1-di(p-anisyl)methyl-2-azetidinone (2.24 g) in acetone (25 ml) was added sodium iodide (1.2 g), and the resultant mixture was stirred at room temperature for 5 hours and concentrated in vacuo to make a volume of about 10 ml. The concentrated solution was diluted with benzene (50 ml) and diethyl ether (50 ml), washed successively with 5% sodium bicarbonate and water and dried over anhydrous sodium sulfate. Filt... The reactants are CCOC(=O)CC(C)=O, Nc1ccc(Br)c(OCc2ccccc2)c1, C1CCCCC1, O, Cc1ccc(S(=O)(=O)O)cc1. Reaction SMILES: [C:17]([CH2:18][C:19](=[O:20])[CH3:21])(=[O:22])[O:23][CH2:24][CH3:25].[CH2:1]([c:2]1[cH:3][cH:4][cH:5][cH:6][cH:7]1)[O:8][c:9]1[cH:10][c:11]([NH2:16])[cH:12][cH:13][c:14]1[Br:15].[CH2:38]1[CH2:39][CH2:40][CH2:41][CH2:42][CH2:43]1.[OH2:26].[c:27]1([CH3:28])[cH:29][cH:30][c:31]([S:32]([OH:33])(=[O:34])=[O:35])[cH:36][cH:37]1>>[CH2:1]([c:2]1[cH:3][cH:4][cH:5][cH:6][cH:7]1)[O:8][c:9]1[cH:10][c:11]([NH:16][C:19](=[CH:18][C:17](=[O:22])[O:23][CH2:24][CH3:25])[CH3:21])[cH:12][cH:13][c:14]1[Br:15]. Yields the product CCOC(=O)C=C(C)Nc1ccc(Br)c(OCc2ccccc2)c1.